From a dataset of the Open Reaction Database (ORD), a public repository of structured organic reaction records. describe an organic reaction: reactants, conditions, products, and yield The reactants are C(CCCCCCCCCCCCCCCCCC)NC=1C=C(C=C(C(=O)O)C1)C(=O)O (5-nonadecylaminoisophthalic acid), dimethyl alkylaminoisophthalates, C(CCCCCCCCCCCCCC)NC=1C=C(C=C(C(=O)O)C1)C(=O)O (5-pentadecylaminoisophthalic acid), C(CCCCCCCCC)NC=1C=C(C=C(C(=O)O)C1)C(=O)O (5-decylaminoisophthalic acid), C(CCCCCCCCCCCCCCCC)NC=1C=C(C=C(C(=O)O)C1)C(=O)O (5-heptadecylaminoisophthalic acid), C(CCCCCCCCCC)NC=1C=C(C=C(C(=O)O)C1)C(=O)O (5-undecylaminoisophthalic acid), C(CCCCCCCCCCCCCCCCC)NC=1C=C(C=C(C(=O)O)C1)C(=O)O (5-octadecylaminoisophthalic acid), C(CCCCCCCCCCCC)NC=1C=C(C=C(C(=O)O)C1)C(=O)O (5-tridecylaminoisophthalic acid), CC(CCCCCCCCCCCCCNC=1C=C(C=C(C(=O)O)C1)C(=O)O)C (5-(14-methylpentadecyl)aminoisophthalic acid), C(CCCCCCCCCCCCC)NC=1C=C(C=C(C(=O)O)C1)C(=O)O (5-tetradecylaminoisophthalic acid), CC(CCCCCCCCCC)NC=1C=C(C=C(C(=O)O)C1)C(=O)O (5-(1-methylundecyl)aminoisophthalic acid), C(CCCCCCC)NC=1C=C(C=C(C(=O)O)C1)C(=O)O (5-octylaminoisophthalic acid), C(CCCCCCCC)NC=1C=C(C=C(C(=O)O)C1)C(=O)O (5-nonylaminoisophthalic acid), C(CCCCCCCCCCC)NC=1C=C(C=C(C(=O)O)C1)C(=O)O (5-dodecylaminoisophthalic acid). Product: C(CCCCCCCCCCCCCCC)NC=1C=C(C=C(C(=O)O)C1)C(=O)O (5-Hexadecylaminoisophthalic acid). RXN SMILES: [CH2:1]([NH:9][C:10]1[CH:11]=[C:12]([C:19]([OH:21])=[O:20])[CH:13]=[C:14]([CH:18]=1)[C:15]([OH:17])=[O:16])[CH2:2][CH2:3][CH2:4][CH2:5][CH2:6][CH2:7][CH3:8].[CH2:22](NC1C=C(C(O)=O)C=C(C=1)C(O)=O)[CH2:23][CH2:24][CH2:25][CH2:26][CH2:27][CH2:28][CH2:29]C.C(NC1C=C(C(O)=O)C=C(C=1)C(O)=O)CCCCCCCCC.C(NC1C=C(C(O)=O)C=C(C=1)C(O)=O)CCCCCCCCCC.C(NC1C=C(C(O)=O)C=C(C=1)C(O)=O)CCCCCCCCCCC.CC(NC1C=C(C(O)=O)C=C(C=1)C(O)=O)CCCCCCCCCC.C(NC1C=C(C(O)=O)C=C(C=1)C(O)=O)CCCCCCCCCCCC.C(NC1C=C(C(O)=O)C=C(C=1)C(O)=O)CCCCCCCCCCCCC.C(NC1C=C(C(O)=O)C=C(C=1)C(O)=O)CCCCCCCCCCCCCC.CC(C)CCCCCCCCCCCCCNC1C=C(C(O)=O)C=C(C=1)C(O)=O.C(NC1C=C(C(O)=O)C=C(C=1)C(O)=O)CCCCCCCCCCCCCCCC.C(NC1C=C(C(O)=O)C=C(C=1)C(O)=O)CCCCCCCCCCCCCCCCC.C(NC1C=C(C(O)=O)C=C(C=1)C(O)=O)CCCCCCCCCCCCCCCCCC>>[CH2:1]([NH:9][C:10]1[CH:11]=[C:12]([C:19]([OH:21])=[O:20])[CH:13]=[C:14]([CH:18]=1)[C:15]([OH:17])=[O:16])[CH2:2][CH2:3][CH2:4][CH2:5][CH2:6][CH2:7][CH2:8][CH2:22][CH2:23][CH2:24][CH2:25][CH2:26][CH2:27][CH2:28][CH3:29]. Procedure details: Similarly, the dimethyl alkylaminoisophthalates in Example 8 provide: 5-octylaminoisophthalic acid, 5-nonylaminoisophthalic acid, 5-decylaminoisophthalic acid, 5-undecylaminoisophthalic acid, 5-dodecylaminoisophthalic acid, 5-(1-methylundecyl)aminoisophthalic acid, 5-tridecylaminoisophthalic acid, 5-tetradecylaminoisophthalic acid, 5-pentadecylaminoisophthalic acid, 5-(14-methylpentadecyl)aminoisophthalic acid, 5-heptadecylaminoisophthalic acid, 5-octadecylaminoisophthalic acid, and 5-nonadecyla...